describe an organic reaction: reactants, conditions, products, and yield From a dataset of the Open Reaction Database (ORD), a public repository of structured organic reaction records. Reactants: [BH4-], COC(=O)c1ccc(C2CCCCC2)c(C#N)c1, C1COCCO1, [Li+], C1CCOC1. Yields the product N#Cc1cc(CO)ccc1C1CCCCC1. As a reaction SMILES: [BH4-:19].[C:1](#[N:2])[c:3]1[cH:4][c:5]([C:6](=[O:7])[O:8][CH3:9])[cH:10][cH:11][c:12]1[CH:13]1[CH2:14][CH2:15][CH2:16][CH2:17][CH2:18]1.[CH2:26]1[O:27][CH2:28][CH2:29][O:30][CH2:31]1.[Li+:20].[O:21]1[CH2:22][CH2:23][CH2:24][CH2:25]1>>[C:1](#[N:2])[c:3]1[cH:4][c:5]([CH2:6][OH:7])[cH:10][cH:11][c:12]1[CH:13]1[CH2:14][CH2:15][CH2:16][CH2:17][CH2:18]1. RXN SMILES: ClC(OCC(C)C)=O.[CH2:9]([N:11]([CH2:18][CH3:19])[CH2:12][C:13]#[C:14][C:15]([OH:17])=O)[CH3:10].CN1CCOCC1.N#N.[NH2:29][C:30]1[CH:31]=[C:32]2[C:37](=[CH:38][CH:39]=1)[N:36]=[CH:35][C:34]([C:40]#[N:41])=[C:33]2[NH:42][C:43]1[CH:48]=[CH:47][C:46]([F:49])=[C:45]([Cl:50])[CH:44]=1>N1C=CC=CC=1>[Cl:50][C:45]1[CH:44]=[C:43]([NH:42][C:33]2[C:32]3[C:37](=[CH:38][CH:39]=[C:30]([NH:29][C:15](=[O:17])[C:14]#[C:13][CH2:12][N:11]([CH2:9][CH3:10])[CH2:18][CH3:19])[CH:31]=3)[N:36]=[CH:35][C:34]=2[C:40]#[N:41])[CH:48]=[CH:47][C:46]=1[F:49]. Yields the product ClC=1C=C(C=CC1F)NC1=C(C=NC2=CC=C(C=C12)NC(C#CCN(CC)CC)=O)C#N (N-[4-[(3-Chloro-4-fluorophenyl)amino]-3-cyano-6-quinolinyl]-4-diethylamino-2-butynamide). Conditions: time 30 minute. Reactants: ClC(=O)OCC(C)C (Isobutyl chloroformate), ice, C(C)N(CC#CC(=O)O)CC (4-diethylamino-2-butynoic acid), CN1CCOCC1 (N-methylmorpholine), N#N (N2), NC=1C=C2C(=C(C=NC2=CC1)C#N)NC1=CC(=C(C=C1)F)Cl (6-amino-4-[(3-chloro-4-fluorophenyl)-amino]-3-quinolinecarbonitrile). The solvent is N1=CC=CC=C1 (pyridine). Procedure details: Isobutyl chloroformate (0.061 g, 0.448 mmol) was dropwise added into an ice cold solution of 4-diethylamino-2-butynoic acid (0.104 g, 0.672 mmol) and N-methylmorpholine (0.068 g, 0.672 mmol) in 10 mL of tetrahydrofuan under N2. After stirring for 30 min, a solution of 0.1 g (0.32 mmol) of 6-amino-4-[(3-chloro-4-fluorophenyl)-amino]-3-quinolinecarbonitrile in 1.5 mL of pyridine was added dropwise and the mixture was stirred at 0° C. for 1.5 hr. The reaction was quenched with ice water, poured int...